Dataset: the Open Reaction Database (ORD), a public repository of structured organic reaction records. Task: describe an organic reaction: reactants, conditions, products, and yield Reactants: ON1C(CC(CC1(C)C)O)(C)C (1-oxyl-4-hydroxy-2,2,6,6-tetramethylpiperidine), C1(=CC=CC=C1)C (toluene). Run in C(C)OCC (diethyl ether). Product: C(C1=CC=CC=C1)ON1C(CC(CC1(C)C)O)(C)C (1-Benzyloxy-4-hydroxy-2,2,6,6-tetramethylpiperidine). The yield is 14.9%. Reaction SMILES: [OH:1][N:2]1[C:7]([CH3:9])([CH3:8])[CH2:6][CH:5]([OH:10])[CH2:4][C:3]1([CH3:12])[CH3:11].[C:13]1([CH3:19])[CH:18]=[CH:17][CH:16]=[CH:15][CH:14]=1>C(OCC)C>[CH2:19]([O:1][N:2]1[C:7]([CH3:8])([CH3:9])[CH2:6][CH:5]([OH:10])[CH2:4][C:3]1([CH3:12])[CH3:11])[C:13]1[CH:18]=[CH:17][CH:16]=[CH:15][CH:14]=1. Reported procedure: A mixture of 2.58 g (0.015 mol) of 1-oxyl-4-hydroxy-2,2,6,6-tetramethylpiperidine and 27.64 g (0.30 mol) of toluene under a nitrogen atmosphere is heated in a pressure vessel for 53 hours. The reaction mixture is diluted with diethyl ether and the resultant mixture is washed with 10 w/v % ascorbic acid (1×50 mL) and distilled water (2×50 mL). The organic phase is dried over anhydrous sodium sulfate and the volatiles are removed in vacuo. The residue is recrystallized from heptane to give 0.59 g ... Starting materials: Cl (HCl), ClC1=NC=2N(CC(N(C2C=N1)C)=O)C(C)C (2-Chloro-8-isopropyl-5-methyl-7,8-dihydro-5H-pteridin-6-one), NC=1C=C(C(=O)O)C=C(C1)C(F)(F)F (3-amino-5-(trifluoromethyl)-benzoic acid). Solvent: O1CCOCC1 (1,4-dioxane), O (water). Product: C(C)(C)N1CC(N(C=2C=NC(=NC12)NC=1C=C(C(=O)O)C=C(C1)C(F)(F)F)C)=O (3-(8-isopropyl-5-methyl-6-oxo-5,6,7,8-tetrahydro-pteridin-2-ylamino)-5-trifluoromethyl-benzoic acid). Yield: 80.0%. Reaction SMILES: Cl[C:2]1[N:11]=[CH:10][C:9]2[N:8]([CH3:12])[C:7](=[O:13])[CH2:6][N:5]([CH:14]([CH3:16])[CH3:15])[C:4]=2[N:3]=1.[NH2:17][C:18]1[CH:19]=[C:20]([CH:24]=[C:25]([C:27]([F:30])([F:29])[F:28])[CH:26]=1)[C:21]([OH:23])=[O:22].Cl>O.O1CCOCC1>[CH:14]([N:5]1[C:4]2[N:3]=[C:2]([NH:17][C:18]3[CH:19]=[C:20]([CH:24]=[C:25]([C:27]([F:28])([F:29])[F:30])[CH:26]=3)[C:21]([OH:23])=[O:22])[N:11]=[CH:10][C:9]=2[N:8]([CH3:12])[C:7](=[O:13])[CH2:6]1)([CH3:16])[CH3:15]. Procedure: 2-Chloro-8-isopropyl-5-methyl-7,8-dihydro-5H-pteridin-6-one (3.5 g; 14.54 mmol) and 3-amino-5-(trifluoromethyl)-benzoic acid (2.98 g; 14.54 mmol) were diluted in 15 ml of water and 15 ml of 1,4-dioxane, 2 ml of HCl 37% were added. The reaction mixture was refluxed 24 h, then cooled to room temperature. The desired product precipitated from the reaction mixture, it was filtered, washed with water and dried in vacuo. 4.77 g (0.012 mol; 80% yield) were obtained as white powder. The reactants are Brc1cn[nH]c1, CS(=O)(=O)OC1CCOCC1, [K+], [K+], O=C([O-])[O-], CN(C)C=O. Yields the product Brc1cnn(C2CCOCC2)c1. As a reaction SMILES: [Br:12][c:13]1[cH:14][n:15][nH:16][cH:17]1.[CH3:1][S:2]([O:3][CH:6]1[CH2:7][CH2:8][O:9][CH2:10][CH2:11]1)(=[O:4])=[O:5].[K+:18].[K+:19].[O-:20][C:21]([O-:22])=[O:23].[O:24]=[CH:25][N:26]([CH3:27])[CH3:28]>>[CH:6]1([n:16]2[n:15][cH:14][c:13]([Br:12])[cH:17]2)[CH2:7][CH2:8][O:9][CH2:10][CH2:11]1. The reactants are FCCCCCBr (fluoropentyl bromide), [Mg] (magnesium), Cl[SiH]1CCC(CC1)C1=CC=C(C=C1)C1=CC(=C(C=C1)F)F (4'-(4-chloro-4-silacyclohexyl)-3,4-difluorobiphenyl). The solvent is C1CCOC1 (THF), C1CCOC1 (THF). The product is FCCCC[Si@@H]1CC[C@H](CC1)C1=CC=C(C=C1)C1=CC(=C(C=C1)F)F (4'-(trans-4-(4-fluorobutyl)-4-silacyclohexyl)-3,4-difluorobiphenyl). Isolated yield 74.0%. As a reaction SMILES: [F:1][CH2:2][CH2:3][CH2:4][CH2:5]CBr.[Mg].Cl[SiH:10]1[CH2:15][CH2:14][CH:13]([C:16]2[CH:21]=[CH:20][C:19]([C:22]3[CH:27]=[CH:26][C:25]([F:28])=[C:24]([F:29])[CH:23]=3)=[CH:18][CH:17]=2)[CH2:12][CH2:11]1>C1COCC1>[F:1][CH2:2][CH2:3][CH2:4][CH2:5][Si@H:10]1[CH2:15][CH2:14][C@H:13]([C:16]2[CH:21]=[CH:20][C:19]([C:22]3[CH:27]=[CH:26][C:25]([F:28])=[C:24]([F:29])[CH:23]=3)=[CH:18][CH:17]=2)[CH2:12][CH2:11]1. Procedure details: 3.4 g (20 mmol) of fluoropentyl bromide was dripped into a mixture of 0.5 g of magnesium (21 mmol) and 50 ml of THF to obtain a Grignard's reagent. This solution was then dripped into a 50 ml THF solution of 6.5 g (20 mmol) of 4'-(4-chloro-4-silacyclohexyl)-3,4-difluorobiphenyl to obtain 4'-(trans-4-(4-fluorobutyl)-4-silacyclohexyl)-3,4-difluorobiphenyl. The silacyclohexane rings of this product were a mixture of trans isomers and cis isomers. They were separated by means of chromatography to ob... The reactants are COC1=C(C=C(C=C1)C)B1OC(C(O1)(C)C)(C)C (2-(2-Methoxy-5-methylphenyl)-4,4,5,5-tetramethyl-1,3,2-dioxaborolane), IC1=C(C(=C(C(=C1F)F)F)F)F (iodopentafluorobenzene). The reagents and catalysts are [Br-].C(CCC)[N+](CCCC)(CCCC)CCCC (Tetrabutylammonium bromide), C=1C=CC(=CC1)[P](C=2C=CC=CC2)(C=3C=CC=CC3)[Pd]([P](C=4C=CC=CC4)(C=5C=CC=CC5)C=6C=CC=CC6)([P](C=7C=CC=CC7)(C=8C=CC=CC8)C=9C=CC=CC9)[P](C=1C=CC=CC1)(C=1C=CC=CC1)C=1C=CC=CC1 (Tetrakis(triphenylphosphine)palladium(0)). Run in C1(=CC=CC=C1)C (toluene), C([O-])([O-])=O.[K+].[K+] (potassium carbonate). Yields the product FC1=C(C(=C(C(=C1F)F)F)F)C1=C(C=CC(=C1)C)OC (2,3,4,5,6-Pentafluoro-2′-methoxy-5′-methyl-1,1′-biphenyl). Isolated yield 93.0%. Reaction SMILES: [CH3:1][O:2][C:3]1[CH:8]=[CH:7][C:6]([CH3:9])=[CH:5][C:4]=1B1OC(C)(C)C(C)(C)O1.I[C:20]1[C:25]([F:26])=[C:24]([F:27])[C:23]([F:28])=[C:22]([F:29])[C:21]=1[F:30]>C1(C)C=CC=CC=1.C(=O)([O-])[O-].[K+].[K+].[Br-].C([N+](CCCC)(CCCC)CCCC)CCC.C1C=CC([P]([Pd]([P](C2C=CC=CC=2)(C2C=CC=CC=2)C2C=CC=CC=2)([P](C2C=CC=CC=2)(C2C=CC=CC=2)C2C=CC=CC=2)[P](C2C=CC=CC=2)(C2C=CC=CC=2)C2C=CC=CC=2)(C2C=CC=CC=2)C2C=CC=CC=2)=CC=1>[F:26][C:25]1[C:24]([F:27])=[C:23]([F:28])[C:22]([F:29])=[C:21]([F:30])[C:20]=1[C:4]1[CH:5]=[C:6]([CH3:9])[CH:7]=[CH:8][C:3]=1[O:2][CH3:1] |f:3.4.5,6.7,^1:65,67,86,105|. Reported procedure: Compound 5 (11.3 g, 45.54 mmol, 1 equiv) and iodopentafluorobenzene (10.6 g, 36.2 mmol, 1 equiv) were dissolved in toluene (200 mL) and 1.0M potassium carbonate solution (200 mL). Tetrabutylammonium bromide (1.6 g, 5 mmol, 0.11 equiv) was added and the solution sparged with nitrogen for 10 minutes. Tetrakis(triphenylphosphine)palladium(0) (2.63 g, 2.28 mmol, 0.05 equiv) was added and the reaction was refluxed for one day. The reaction was cooled to room temperature, then the layers were separate...